From a dataset of the Open Reaction Database (ORD), a public repository of structured organic reaction records. describe an organic reaction: reactants, conditions, products, and yield Starting materials: CC1=NC=C(C(=C1O)CCl)C=C (2-methyl-3-hydroxy-4-chloromethyl-5-vinylpyridine), NC(=S)N (thiourea). Run in C(C)O (ethanol). The product is Cl.CC1=NC=C(C(=C1O)CNC(S)=N)C=C (2-methyl-3-hydroxy-4-isothioureidomethyl-5-vinylpyridine hydrochloride). Reaction SMILES: [CH3:1][C:2]1[C:7]([OH:8])=[C:6]([CH2:9][Cl:10])[C:5]([CH:11]=[CH2:12])=[CH:4][N:3]=1.[NH2:13][C:14]([NH2:16])=[S:15]>C(O)C>[ClH:10].[CH3:1][C:2]1[C:7]([OH:8])=[C:6]([CH2:9][NH:16][C:14](=[NH:13])[SH:15])[C:5]([CH:11]=[CH2:12])=[CH:4][N:3]=1 |f:3.4|. Procedure details: A mixture of 21.0 g. of 2-methyl-3-hydroxy-4-chloromethyl-5-vinylpyridine, 6.74 g. of thiourea, and 200 ml. of ethanol was refluxed 3 hours. The cooled mixture was filtered and the solids were washed with ether to give 2-methyl-3-hydroxy-4-isothioureidomethyl-5-vinylpyridine hydrochloride. Reactants: C[Mg]Cl (Methyl magnesium chloride), BrCC(=O)OCC (ethyl bromoacetate), O (Water), C(=S)=S (Carbon disulfide). Solvent: C1CCOC1 (THF). Run at temperature 40 celsius. Product: C(C)(=S)SCC(=O)OCC (ethoxycarbonylmethyl dithioacetate), oil. The yield is 24.3%. RXN SMILES: [CH3:1][Mg]Cl.[C:4](=[S:6])=[S:5].Br[CH2:8][C:9]([O:11][CH2:12][CH3:13])=[O:10].O>C1COCC1>[C:4]([S:6][CH2:8][C:9]([O:11][CH2:12][CH3:13])=[O:10])(=[S:5])[CH3:1]. Procedure: Methyl magnesium chloride (10 mL, 3M solution in THF) was diluted with THF (10 mL) and the resulting solution warmed to 40° C. Carbon disulfide (2.28 g, 0.03 mol) was added over 10 minutes while maintaining the reaction temperature at 40° C. The reaction was cooled to room temperature before adding ethyl bromoacetate (5.01 g, 0.03 mol) over 15 minutes. The reaction temperature was increased to 50° C. and maintained for a further 4 hours. Water (100 mL) was added and the organic products were ext... The reactants are C1=C(C=CC2=NC3=CC=CC=C3N=C12)C(=O)O (phenazine-2-carboxylic acid), Cl.Cl.NC1CN2CCC1CC2 (3-aminoquinuclidine dihydrochloride). The product is N12CC(C(CC1)CC2)NC(=O)C2=CC1=NC3=CC=CC=C3N=C1C=C2 (N-(1-Azabicyclo[2.2.2]oct-3-yl)-2-phenazinecarboxamide). The yield is 25.2%. As a reaction SMILES: [CH:1]1[C:14]2[C:5](=[N:6][C:7]3[C:12]([N:13]=2)=[CH:11][CH:10]=[CH:9][CH:8]=3)[CH:4]=[CH:3][C:2]=1[C:15]([OH:17])=O.Cl.Cl.[NH2:20][CH:21]1[CH:26]2[CH2:27][CH2:28][N:23]([CH2:24][CH2:25]2)[CH2:22]1>>[N:23]12[CH2:28][CH2:27][CH:26]([CH2:25][CH2:24]1)[CH:21]([NH:20][C:15]([C:2]1[CH:3]=[CH:4][C:5]3[C:14](=[N:13][C:12]4[C:7]([N:6]=3)=[CH:8][CH:9]=[CH:10][CH:11]=4)[CH:1]=1)=[O:17])[CH2:22]2 |f:1.2.3|. Procedure details: Prepared in analogy to the method for Example 1 starting from 236 mg of phenazine-2-carboxylic acid and 200 mg of 3-aminoquinuclidine dihydrochloride. 84 mg (25% yield) of the free base were obtained after chromatographic separation. The reactants are FC1(CNCC2(CCN(CC2)C(=O)OC(C)(C)C)O1)F (tert-butyl 10,10-difluoro-11-oxa-3,8-diazaspiro[5.5]undecane-3-carboxylate), C(=O)([O-])[O-].[K+].[K+] (K2CO3), BrCC#CC (1-bromobut-2-yne). Run in C(C)(=O)OCC (ethyl acetate), CN(C=O)C (N,N-dimethylformamide). Conditions: temperature 45 celsius. The product is C(C#CC)N1CC2(CCN(CC2)C(=O)OC(C)(C)C)OC(C1)(F)F (tert-butyl 8-but-2-ynyl-10,10-difluoro-11-oxa-3,8-diazaspiro[5.5]undecane-3-carboxylate). Isolated yield 65.4%. Reaction SMILES: [F:1][C:2]1([F:20])[O:19][C:6]2([CH2:11][CH2:10][N:9]([C:12]([O:14][C:15]([CH3:18])([CH3:17])[CH3:16])=[O:13])[CH2:8][CH2:7]2)[CH2:5][NH:4][CH2:3]1.C([O-])([O-])=O.[K+].[K+].Br[CH2:28][C:29]#[C:30][CH3:31]>CN(C)C=O.C(OCC)(=O)C>[CH2:28]([N:4]1[CH2:3][C:2]([F:1])([F:20])[O:19][C:6]2([CH2:7][CH2:8][N:9]([C:12]([O:14][C:15]([CH3:16])([CH3:17])[CH3:18])=[O:13])[CH2:10][CH2:11]2)[CH2:5]1)[C:29]#[C:30][CH3:31] |f:1.2.3|. Reported procedure: To a mixture of crude tert-butyl 10,10-difluoro-11-oxa-3,8-diazaspiro[5.5]undecane-3-carboxylate (65.0 mg, 0.222 mmol) and K2CO3 (61.5 mg, 0.445 mmol) in N,N-dimethylformamide (1.0 mL) was added 1-bromobut-2-yne (29.2 μL, 0.334 mmol) and the reaction heated at 45° C. for 48 h. The reaction was diluted with ethyl acetate and filtered. The filtrate was dried over Na2SO4, filtered and concentrated. Silica gel chromatography (4 g silica, 1-100% ethyl acetate/hexane) provided tert-butyl 8-but-2-ynyl-... The reactants are COC1=CC(OC)=NN(Cl)N1, CCOC(C)=O, NC(C(=O)O)C1c2ccccc2-c2ccccc21, [Na+], [Na+], O=C([O-])[O-], CN(C)C=O, O. Product: COC1=CC(OC)=NN(NC(C(=O)O)C2c3ccccc3-c3ccccc32)N1. RXN SMILES: [CH3:19][O:20][C:21]1=[N:22][N:23]([Cl:29])[NH:24][C:25]([O:27][CH3:28])=[CH:26]1.[CH3:42][CH2:43][O:44][C:45](=[O:46])[CH3:47].[NH2:1][CH:2]([C:3](=[O:4])[OH:5])[CH:6]1[c:7]2[cH:8][cH:9][cH:10][cH:11][c:12]2-[c:13]2[cH:14][cH:15][cH:16][cH:17][c:18]21.[Na+:30].[Na+:31].[O-:32][C:33](=[O:34])[O-:35].[O:36]=[CH:37][N:38]([CH3:39])[CH3:40].[OH2:41]>>[NH:1]([CH:2]([C:3](=[O:4])[OH:5])[CH:6]1[c:7]2[cH:8][cH:9][cH:10][cH:11][c:12]2-[c:13]2[cH:14][cH:15][cH:16][cH:17][c:18]21)[N:23]1[N:22]=[C:21]([O:20][CH3:19])[CH:26]=[C:25]([O:27][CH3:28])[NH:24]1. Reactants: [BH4-].[Li+] (lithium borohydride), CC=1C=C2C(N(C(C2=CC1C)=O)C1=CC=C(C=C1)F)CC(=O)OCC (5,6-dimethyl-2-(4-fluorophenyl)-3-ethoxycarbonylmethylisoindolin-1-one), O (water). Run in O1CCCC1 (tetrahydrofuran). Run at temperature 25 celsius, time 39 hour. Product: CC=1C=C2C(N(C(C2=CC1C)=O)C1=CC=C(C=C1)F)CCO (5,6-dimethyl-2-(4-fluorophenyl)-3-(2-hydroxyethyl)isoindolin-1-one). Isolated yield 89.7%. RXN SMILES: [BH4-].[Li+].[CH3:3][C:4]1[CH:5]=[C:6]2[C:10](=[CH:11][C:12]=1[CH3:13])[C:9](=[O:14])[N:8]([C:15]1[CH:20]=[CH:19][C:18]([F:21])=[CH:17][CH:16]=1)[CH:7]2[CH2:22][C:23](OCC)=[O:24].O>O1CCCC1>[CH3:3][C:4]1[CH:5]=[C:6]2[C:10](=[CH:11][C:12]=1[CH3:13])[C:9](=[O:14])[N:8]([C:15]1[CH:20]=[CH:19][C:18]([F:21])=[CH:17][CH:16]=1)[CH:7]2[CH2:22][CH2:23][OH:24] |f:0.1|. Procedure: To a solution of lithium borohydride (80 mg, 3.7 mmol) in tetrahydrofuran was added with stirring 5,6-dimethyl-2-(4-fluorophenyl)-3-ethoxycarbonylmethylisoindolin-1-one [IUPAC name: ethyl 2-[2-(4-fluorophenyl)-5,6-dimethyl-3-oxo-2,3-dihydro-1H-isoindol-1-yl]acetate] (0.63 g, 1.9 mmol) under ice cooling and stirred at 25° C. for 39 hrs. To the reaction solution was added water, and the precipitated crystals were collected by filtration, washed with water, followed by drying to give 0.51 g of 5,6-... Reactants: N#N.C(C)(C)(C)OC(CN(CCCC)C([C@@H](NS(=O)(=O)C1=CC2=CC(=C(C=C2C=C1)OC)OC)CCCNC(N)=N)=O)=O (N2 (6,7-dimethoxy-2-naphthylsulfonyl)-L-arginyl-N-butylglycine tert-butyl ester), Cl.C(C)(=O)OCC (HCl ethyl acetate). Solvent: C(Cl)(Cl)Cl (chloroform). Reaction conditions: time 5 hour. Product: N#N.COC=1C=C2C=CC(=CC2=CC1OC)S(=O)(=O)N[C@@H](CCCNC(N)=N)C(=O)N(CC(=O)O)CCCC (N2 (6,7-dimethoxy-2-naphthylsulfonyl)-L-arginyl-N-butylglycine). Yield: 78.6%. RXN SMILES: [N:1]#[N:2].C([O:7][C:8](=[O:43])[CH2:9][N:10]([C:15](=[O:42])[C@H:16]([CH2:35][CH2:36][CH2:37][NH:38][C:39](=[NH:41])[NH2:40])[NH:17][S:18]([C:21]1[CH:30]=[CH:29][C:28]2[C:23](=[CH:24][C:25]([O:33][CH3:34])=[C:26]([O:31][CH3:32])[CH:27]=2)[CH:22]=1)(=[O:20])=[O:19])[CH2:11][CH2:12][CH2:13][CH3:14])(C)(C)C.Cl.C(OCC)(=O)C>C(Cl)(Cl)Cl>[N:1]#[N:2].[CH3:32][O:31][C:26]1[CH:27]=[C:28]2[C:23](=[CH:24][C:25]=1[O:33][CH3:34])[CH:22]=[C:21]([S:18]([NH:17][C@H:16]([C:15]([N:10]([CH2:11][CH2:12][CH2:13][CH3:14])[CH2:9][C:8]([OH:43])=[O:7])=[O:42])[CH2:35][CH2:36][CH2:37][NH:38][C:39](=[NH:40])[NH2:41])(=[O:19])=[O:20])[CH:30]=[CH:29]2 |f:0.1,2.3,5.6|. Procedure details: To a solution of 2.00 g of N2 -(6,7-dimethoxy-2-naphthylsulfonyl)-L-arginyl-N-butylglycine tert-butyl ester in 20 ml of chloroform was added 50 ml of 15% HCl-ethyl acetate. The reaction mixture was stirred for 5 hours at room temperature. At the end of this period, the reaction mixture was evaporated to dryness. The residue was washed several times with dry diethyl ether and chromatographed on 80 ml of Daiaion® SK 102 ion exchange resin (200-300 mesh, H+ form, manufactured by Mitsubishi Chemical... Starting materials: BrC1=C(C=CC=C1)S(=O)(=O)CC(=O)N (2-((2-bromophenyl)sulfonyl)acetamide), ClCC(=O)N(CC)CC (2-chloro-N,N-diethylacetamide). The product is BrC1=C(C=CC=C1)S(=O)(=O)CC(=O)N(CC)CC (2-((2-Bromophenyl)sulfonyl)-N,N-diethylacetamide). RXN SMILES: [Br:1][C:2]1[CH:7]=[CH:6][CH:5]=[CH:4][C:3]=1[S:8](CC(N)=O)(=[O:10])=[O:9].Cl[CH2:16][C:17]([N:19]([CH2:22][CH3:23])[CH2:20][CH3:21])=[O:18]>>[Br:1][C:2]1[CH:7]=[CH:6][CH:5]=[CH:4][C:3]=1[S:8]([CH2:16][C:17]([N:19]([CH2:22][CH3:23])[CH2:20][CH3:21])=[O:18])(=[O:10])=[O:9]. Procedure: The title compound was prepared in a manner similar to that described for 2-((2-bromophenyl)sulfonyl)acetamide using 2-chloro-N,N-diethylacetamide in Step A. 1H NMR (600 MHz, DMSO-d6) δ 8.01-7.97 (m, 1H), 7.91-7.87 (m, 1H), 7.66-7.60 (m, 2H), 4.75 (s, 2H), 3.47-3.39 (q, J=7.1, 2H), 3.25-3.14 (q, J=7.0, 2H), 1.18-1.09 (t, J=7.1, 3H), 0.99-0.87 (t, J=7.0, 3H). The reactants are C(C(C)C)(=O)N(C(SC)=N[N+](=O)[O-])CC1=CN=C(S1)Cl (N-iso-butyroyl-N-(2-chloro-5- thiazolylmethyl)-S-methyl-N'-nitroisothiourea), CN.CO (methylamine methanol), Cl (hydrochloric acid), CN.CO (methylamine methanol). Run in ClCCl (dichloromethane). Conditions: time 1 hour. Product: C(C(C)C)(=O)N(C(=N[N+](=O)[O-])NC)CC1=CN=C(S1)Cl (1-iso-butyroyl-1-(2-chloro-5-thiazolylmethyl)-3-methyl-2-nitroguanidine). The yield is 35.7%. Reaction SMILES: [C:1]([N:6]([CH2:14][C:15]1[S:19][C:18]([Cl:20])=[N:17][CH:16]=1)[C:7](=[N:10][N+:11]([O-:13])=[O:12])SC)(=[O:5])[CH:2]([CH3:4])[CH3:3].[CH3:21][NH2:22].CO.Cl>ClCCl>[C:1]([N:6]([CH2:14][C:15]1[S:19][C:18]([Cl:20])=[N:17][CH:16]=1)[C:7]([NH:22][CH3:21])=[N:10][N+:11]([O-:13])=[O:12])(=[O:5])[CH:2]([CH3:4])[CH3:3] |f:1.2|. Procedure: To a solution of N-iso-butyroyl-N-(2-chloro-5- thiazolylmethyl)-S-methyl-N'-nitroisothiourea (560 mg) in dichloromethane (5 ml) was added 40% methylamine-methanol solution (129 mg) dropwise below -11° C. and the mixture was stirred at the same temperature for 1 hour. To the mixture was added 40% methylamine-methanol solution (64 mg) dropwise below -11° C. and the mixture was stirred at the same temperature for 5.5 hours. After addition of 2N hydrochloric acid (10 ml) under ice-cooling, the mixtu...